This data is from the Open Reaction Database (ORD), a public repository of structured organic reaction records. The task is: describe an organic reaction: reactants, conditions, products, and yield Reactants: CC(=O)c1ccc(N2CCN(c3cnccc3C)C2=O)cc1F, CCO, Cl, NO, [Na+], [OH-], O. Product: CC(=NO)c1ccc(N2CCN(c3cnccc3C)C2=O)cc1F. RXN SMILES: [C:3]([CH3:4])(=[O:5])[c:6]1[c:7]([F:25])[cH:8][c:9]([N:12]2[C:13](=[O:24])[N:14]([c:17]3[cH:18][n:19][cH:20][cH:21][c:22]3[CH3:23])[CH2:15][CH2:16]2)[cH:10][cH:11]1.[CH3:30][CH2:31][OH:32].[ClH:26].[NH2:27][OH:28].[Na+:2].[OH-:1].[OH2:29]>>[OH:1][N:27]=[C:3]([CH3:4])[c:6]1[c:7]([F:25])[cH:8][c:9]([N:12]2[C:13](=[O:24])[N:14]([c:17]3[cH:18][n:19][cH:20][cH:21][c:22]3[CH3:23])[CH2:15][CH2:16]2)[cH:10][cH:11]1. Starting materials: CC1CN(Cc2ccc(N(C)C(=O)c3cccc(Cl)n3)cc2)CCN1C(=O)OC(C)(C)C, Oc1cccc(F)c1, CC1CN(Cc2ccc(N(C)C(=O)c3cccc(Oc4ccc(F)cc4)n3)cc2)CCN1C(=O)OC(C)(C)C. Yields the product CC1CN(Cc2ccc(N(C)C(=O)c3cccc(Oc4cccc(F)c4)n3)cc2)CCN1C(=O)OC(C)(C)C. RXN SMILES: [Cl:1][c:2]1[cH:3][cH:4][cH:5][c:6]([C:8](=[O:9])[N:10]([c:11]2[cH:12][cH:13][c:14]([CH2:17][N:18]3[CH2:19][CH:20]([CH3:31])[N:21]([C:24](=[O:25])[O:26][C:27]([CH3:28])([CH3:29])[CH3:30])[CH2:22][CH2:23]3)[cH:15][cH:16]2)[CH3:32])[n:7]1.[F:33][c:34]1[cH:35][c:36]([OH:40])[cH:37][cH:38][cH:39]1.[F:41][c:42]1[cH:43][cH:44][c:45]([O:46][c:47]2[n:48][c:49]([C:50]([N:51]([CH3:52])[c:53]3[cH:54][cH:55][c:56]([CH2:57][N:58]4[CH2:59][CH2:60][N:61]([C:62]([O:63][C:64]([CH3:65])([CH3:66])[CH3:67])=[O:68])[CH:69]([CH3:70])[CH2:71]4)[cH:72][cH:73]3)=[O:74])[cH:75][cH:76][cH:77]2)[cH:78][cH:79]1>>[c:2]1([O:40][c:36]2[cH:35][c:34]([F:33])[cH:39][cH:38][cH:37]2)[cH:3][cH:4][cH:5][c:6]([C:8](=[O:9])[N:10]([c:11]2[cH:12][cH:13][c:14]([CH2:17][N:18]3[CH2:19][CH:20]([CH3:31])[N:21]([C:24](=[O:25])[O:26][C:27]([CH3:28])([CH3:29])[CH3:30])[CH2:22][CH2:23]3)[cH:15][cH:16]2)[CH3:32])[n:7]1.